This data is from the Open Reaction Database (ORD), a public repository of structured organic reaction records. The task is: describe an organic reaction: reactants, conditions, products, and yield The reactants are C1=C(c2c[nH]cn2)c2ccccc2C1, CCO, Cl, [H][H]. Yields the product c1ccc2c(c1)CCC2c1c[nH]cn1. Reaction SMILES: [C:2]1([c:11]2[n:12][cH:13][nH:14][cH:15]2)=[CH:3][CH2:4][c:5]2[cH:6][cH:7][cH:8][cH:9][c:10]21.[CH3:18][CH2:19][OH:20].[ClH:1].[H:16][H:17]>>[CH:2]1([c:11]2[n:12][cH:13][nH:14][cH:15]2)[CH2:3][CH2:4][c:5]2[cH:6][cH:7][cH:8][cH:9][c:10]21. Reactants: CC(C)(C)c1ccc(-c2nc(-c3ccc(Br)cc3)nc(-c3ccc(C(C)(C)C)cc3)n2)cc1, Brc1ccc(-c2ccc(-c3ccccc3)cn2)cc1, [Li]CCCC, CCCCCC, C1CCOC1, c1ccc(P(c2ccccc2)(c2ccccc2)[Pd](P(c2ccccc2)(c2ccccc2)c2ccccc2)(P(c2ccccc2)(c2ccccc2)c2ccccc2)P(c2ccccc2)(c2ccccc2)c2ccccc2)cc1. Yields the product CC(C)(C)c1ccc(-c2nc(-c3ccc(-c4ccc(-c5ccc(-c6ccccc6)cn5)cc4)cc3)nc(-c3ccc(C(C)(C)C)cc3)n2)cc1. Reaction SMILES: [Br:12][c:13]1[cH:14][cH:15][c:16](-[c:19]2[n:20][c:21](-[c:35]3[cH:36][cH:37][c:38]([C:41]([CH3:42])([CH3:43])[CH3:44])[cH:39][cH:40]3)[n:22][c:23](-[c:25]3[cH:26][cH:27][c:28]([C:31]([CH3:32])([CH3:33])[CH3:34])[cH:29][cH:30]3)[n:24]2)[cH:17][cH:18]1.[Br:45][c:46]1[cH:47][cH:48][c:49](-[c:52]2[n:53][cH:54][c:55](-[c:58]3[cH:59][cH:60][cH:61][cH:62][cH:63]3)[cH:56][cH:57]2)[cH:50][cH:51]1.[CH2:7]([Li:8])[CH2:9][CH2:10][CH3:11].[CH3:1][CH2:2][CH2:3][CH2:4][CH2:5][CH3:6].[O:141]1[CH2:142][CH2:143][CH2:144][CH2:145]1.[cH:64]1[cH:65][cH:66][c:67]([P:68]([Pd:69]([P:70]([c:71]2[cH:72][cH:73][cH:74][cH:75][cH:76]2)([c:77]2[cH:78][cH:79][cH:80][cH:81][cH:82]2)[c:83]2[cH:84][cH:85][cH:86][cH:87][cH:88]2)([P:89]([c:90]2[cH:91][cH:92][cH:93][cH:94][cH:95]2)([c:96]2[cH:97][cH:98][cH:99][cH:100][cH:101]2)[c:102]2[cH:103][cH:104][cH:105][cH:106][cH:107]2)[P:108]([c:109]2[cH:110][cH:111][cH:112][cH:113][cH:114]2)([c:115]2[cH:116][cH:117][cH:118][cH:119][cH:120]2)[c:121]2[cH:122][cH:123][cH:124][cH:125][cH:126]2)([c:127]2[cH:128][cH:129][cH:130][cH:131][cH:132]2)[c:133]2[cH:134][cH:135][cH:136][cH:137][cH:138]2)[cH:139][cH:140]1>>[c:13]1(-[c:46]2[cH:47][cH:48][c:49](-[c:52]3[n:53][cH:54][c:55](-[c:58]4[cH:59][cH:60][cH:61][cH:62][cH:63]4)[cH:56][cH:57]3)[cH:50][cH:51]2)[cH:14][cH:15][c:16](-[c:19]2[n:20][c:21](-[c:35]3[cH:36][cH:37][c:38]([C:41]([CH3:42])([CH3:43])[CH3:44])[cH:39][cH:40]3)[n:22][c:23](-[c:25]3[cH:26][cH:27][c:28]([C:31]([CH3:32])([CH3:33])[CH3:34])[cH:29][cH:30]3)[n:24]2)[cH:17][cH:18]1. Solvent: CN(C)C=O (DMF), C1CCOC1 (THF). As a reaction SMILES: Br[C:2]1[CH:3]=[N:4][C:5]([C:8]2[CH:9]=[C:10]([CH:27]=[CH:28][CH:29]=2)[CH2:11][N:12]2[C:16]3=[N:17][C:18]([C:21]4[CH:22]=[N:23][N:24]([CH3:26])[CH:25]=4)=[CH:19][N:20]=[C:15]3[N:14]=[N:13]2)=[N:6][CH:7]=1.B1(B2OC(C)(C)C(C)(C)O2)OC(C)(C)C(C)(C)[O:31]1.C([O-])(=O)C.[K+].O>C1COCC1.CN(C=O)C.Cl[Pd](Cl)([P](C1C=CC=CC=1)(C1C=CC=CC=1)C1C=CC=CC=1)[P](C1C=CC=CC=1)(C1C=CC=CC=1)C1C=CC=CC=1>[CH3:26][N:24]1[CH:25]=[C:21]([C:18]2[N:17]=[C:16]3[N:12]([CH2:11][C:10]4[CH:9]=[C:8]([C:5]5[N:4]=[CH:3][C:2]([OH:31])=[CH:7][N:6]=5)[CH:29]=[CH:28][CH:27]=4)[N:13]=[N:14][C:15]3=[N:20][CH:19]=2)[CH:22]=[N:23]1 |f:2.3,^1:66,85|. The product is CN1N=CC(=C1)C1=CN=C2C(=N1)N(N=N2)CC=2C=C(C=CC2)C2=NC=C(C=N2)O (2-{3-[6-(1-methyl-1H-pyrazol-4-yl)-1,2,3-triazolo[4,5-b]-pyrazin-1-ylmethyl]phenyl}pyrimidin-5-ol). Starting materials: BrC=1C=NC(=NC1)C=1C=C(CN2N=NC=3C2=NC(=CN3)C=3C=NN(C3)C)C=CC1 (1-[3-(5-bromopyrimidin-2-yl)benzyl]-6-(1-methyl-1H-pyrazol-4-yl)-1H-1,2,3-triazolo[4,5-b]pyrazine), sodium perborate trihydrate, O (water), B1(OC(C(O1)(C)C)(C)C)B2OC(C(O2)(C)C)(C)C (bis(pinacolato)diboron), C(C)(=O)[O-].[K+] (potassium acetate). The reagents and catalysts are Cl[Pd]([P](C1=CC=CC=C1)(C2=CC=CC=C2)C3=CC=CC=C3)([P](C4=CC=CC=C4)(C5=CC=CC=C5)C6=CC=CC=C6)Cl (bis(triphenylphosphine)palladium(II) chloride). Reported procedure: 800 mg (1.66 mmol) of 1-[3-(5-bromopyrimidin-2-yl)benzyl]-6-(1-methyl-1H-pyrazol-4-yl)-1H-1,2,3-triazolo[4,5-b]pyrazine is suspended in 10 ml of THF and 1 ml of DMF, and 515 mg (1.99 mmol) of bis(pinacolato)diboron and 488 mg (4.97 mmol) of potassium acetate are added. The reaction mixture is evacuated and flushed with argon a number of times. 16.3 mg (0.023 mmol) of bis(triphenylphosphine)palladium(II) chloride is added, and the mixture is again evacuated and flushed with argon. The reaction mi... Run at temperature 80 celsius, time 24 hour. Starting materials: NC=1C(=CC2=C(NC(C(O2)C)=O)C1)F (6-amino-7-fluoro-2-methyl-2H-1,4-benzoxazin-3(4H)-one), [H-].[Na+] (sodium hydride), [H-].[Na+] (sodium hydride), C(C#C)Br (propargyl bromide), O (water). The solvent is CN(C=O)C (dimethylformamide), pentanes, CN(C=O)C (dimethylformamide). Run at time 0.5 hour. Yields the product NC=1C(=CC2=C(N(C(C(O2)C)=O)CC#C)C1)F (6-amino-7-fluoro-2-methyl-4-propargyl-2H-1,4-benzoxazin-3(4H)-one). Isolated yield 40.8%. As a reaction SMILES: [H-].[Na+].[NH2:3][C:4]1[C:5]([F:16])=[CH:6][C:7]2[O:12][CH:11]([CH3:13])[C:10](=[O:14])[NH:9][C:8]=2[CH:15]=1.[CH2:17](Br)[C:18]#[CH:19].O>CN(C)C=O>[NH2:3][C:4]1[C:5]([F:16])=[CH:6][C:7]2[O:12][CH:11]([CH3:13])[C:10](=[O:14])[N:9]([CH2:19][C:18]#[CH:17])[C:8]=2[CH:15]=1 |f:0.1|. Procedure: While kept under N2, 0.30 g (7.4 mmol) of sodium hydride (60% dispersion in oil) was washed with 1 ml pentanes and then suspended in 2 ml anhydrous dimethylformamide. A solution of 1.36 g (6.9 mmol) of 6-amino-7-fluoro-2-methyl-2H-1,4-benzoxazin-3(4H)-one in 10 ml of dimethylformamide was added to the sodium hydride slurry slowly by syringe with ice cooling and the reaction mixture was stirred at room temperature for 0.5 hr. There was then added 0.77 ml (8.6 mmol) of propargyl bromide by syringe... The reactants are N1CC(C1)=O (azetidin-3-one), C(C(=O)Cl)(=O)Cl (oxalyl chloride), S1C(=CC=C1)C(N1CC(C1)O)C=1SC=CC1 (1-[bis(thien-2-yl)methyl]azetidin-3-ol), CS(=O)C (dimethyl sulfoxide). Run in ClCCl (dichloromethane), C(C)N(CC)CC (triethylamine). Product: S1C(=CC=C1)C(N1CC(C1)=O)C=1SC=CC1 (1-[bis(thien-2-yl)methyl]azetidin-3-one). The yield is 80.6%. As a reaction SMILES: N1CC(=O)C1.[S:6]1[CH:10]=[CH:9][CH:8]=[C:7]1[CH:11]([C:17]1[S:18][CH:19]=[CH:20][CH:21]=1)[N:12]1[CH2:15][CH:14]([OH:16])[CH2:13]1.CS(C)=O.C(Cl)(=O)C(Cl)=O>ClCCl.C(N(CC)CC)C>[S:6]1[CH:10]=[CH:9][CH:8]=[C:7]1[CH:11]([C:17]1[S:18][CH:19]=[CH:20][CH:21]=1)[N:12]1[CH2:13][C:14](=[O:16])[CH2:15]1. Procedure: 1-[Bis-thien-2-yl)methyl]azetidin-3-one may be prepared by carrying out the operation as described in Example 73, starting with 4 g of 1-[bis(thien-2-yl)methyl]azetidin-3-ol, 2.6 cm3 of dimethyl sulfoxide, 7.7 cm3 of triethylamine, 7.7 cm3 of oxalyl chloride, and 100 cm3 of dichloromethane. The residue obtained is purified by chromatography on a silica gel column (particle size 0.04-0.06 mm, diameter 3 cm, height 30 cm) with, as eluent, a mixture of cyclohexane/ethyl acetate (1/1 by volume). The... Reaction conditions: temperature 100 celsius. Product: N1=CC(=CC=C1)C1=CC2=C(C=N1)OC1=CC=C(C=C1[C@]21N=C(OC1)N)C=1C=NC=CC1 ((S)-3,7-di(pyridin-3-yl)-5′H-spiro[chromeno[2,3-c]pyridine-5,4′-oxazol]-2′-amine). The reactants are BrC=1C=C2C(=CC1)OC=1C=NC(=CC1[C@@]21N=C(OC1)N)Cl ((S)-7-bromo-3-chloro-5′H-spiro[chromeno[2,3-c]pyridine-5,4′-oxazol]-2′-amine), P(=O)([O-])([O-])[O-].[K+].[K+].[K+] (potassium phosphate), CC(CC1=CC=CC=C1)N.OP(=O)(O)O (Amphos), N1=CC(=CC=C1)B(O)O (3-pyridylboronic acid). Procedure: A glass microwave reaction vessel was charged with (S)-7-bromo-3-chloro-5′H-spiro[chromeno[2,3-c]pyridine-5,4′-oxazol]-2′-amine (32 mg, 0.087 mmol), potassium phosphate (55.6 mg, 0.262 mmol), Amphos (1.525 mg, 2.153 μmol) and 3-pyridylboronic acid (32.2 mg, 0.262 mmol) in dioxane (0.6 mL) and water (0.200 mL). The reaction mixture was stirred and heated in a microwave at 100° C. for 30 min. The reaction mixture was diluted with water (mL) and extracted with EtOAc (2×5 mL). The organic extract wa... Run in O1CCOCC1 (dioxane), O (water), O (water). As a reaction SMILES: Br[C:2]1[CH:3]=[C:4]2[C@@:15]3([CH2:19][O:18][C:17]([NH2:20])=[N:16]3)[C:14]3[CH:13]=[C:12](Cl)[N:11]=[CH:10][C:9]=3[O:8][C:5]2=[CH:6][CH:7]=1.P([O-])([O-])([O-])=O.[K+].[K+].[K+].C[CH:31]([NH2:39])[CH2:32][C:33]1[CH:38]=[CH:37]C=CC=1.OP(O)(O)=O.[N:45]1[CH:50]=[CH:49][CH:48]=[C:47](B(O)O)[CH:46]=1>O1CCOCC1.O>[N:45]1[CH:50]=[CH:49][CH:48]=[C:47]([C:12]2[N:11]=[CH:10][C:9]3[O:8][C:5]4[C:4]([C@@:15]5([CH2:19][O:18][C:17]([NH2:20])=[N:16]5)[C:14]=3[CH:13]=2)=[CH:3][C:2]([C:38]2[CH:37]=[N:39][CH:31]=[CH:32][CH:33]=2)=[CH:7][CH:6]=4)[CH:46]=1 |f:1.2.3.4,5.6|. The reactants are BrC=1C=C(C2=C(CN(CO2)C(C)(C)C)C1)Br (6,8-Dibromo-3-(tert-butyl)-3,4-dihydro-2H-benzo[e][1,3]oxazine), BrC=1C=C(C2=C(CN(CO2)C(C)(C)C)C1)Br (6,8-Dibromo-3-(tert-butyl)-3,4-dihydro-2H-benzo[e][1,3]oxazine), N1=CC(=CC=C1)B(O)O (pyridine-3-boronic acid), C([O-])([O-])=O.[K+].[K+] (potassium carbonate). The reagents and catalysts are C=1C=CC(=CC1)[P](C=2C=CC=CC2)(C=3C=CC=CC3)[Pd]([P](C=4C=CC=CC4)(C=5C=CC=CC5)C=6C=CC=CC6)([P](C=7C=CC=CC7)(C=8C=CC=CC8)C=9C=CC=CC9)[P](C=1C=CC=CC1)(C=1C=CC=CC1)C=1C=CC=CC1 (tetrakis(triphenylphosphine)palladium). Run in CC(C)O (2-propanol), O (water). Reaction conditions: temperature 72 celsius. Yields the product C(C)(C)(C)NCC1=C(C(=CC(=C1)C=1C=NC=CC1)C=1C=NC=CC1)O (2-((tert-butylamino)methyl)-4,6-di(pyridine-3-yl)phenol). The yield is 50.6%. RXN SMILES: Br[C:2]1[CH:3]=[C:4](Br)[C:5]2OC[N:8]([C:11]([CH3:14])([CH3:13])[CH3:12])[CH2:7][C:6]=2[CH:15]=1.[N:17]1[CH:22]=[CH:21][CH:20]=[C:19](B(O)O)[CH:18]=1.[C:26](=[O:29])([O-])[O-].[K+].[K+]>CC(O)C.O.C1C=CC([P]([Pd]([P](C2C=CC=CC=2)(C2C=CC=CC=2)C2C=CC=CC=2)([P](C2C=CC=CC=2)(C2C=CC=CC=2)C2C=CC=CC=2)[P](C2C=CC=CC=2)(C2C=CC=CC=2)C2C=CC=CC=2)(C2C=CC=CC=2)C2C=CC=CC=2)=CC=1>[C:11]([NH:8][CH2:7][C:6]1[CH:5]=[C:4]([C:19]2[CH:18]=[N:17][CH:22]=[CH:21][CH:20]=2)[CH:3]=[C:2]([C:15]2[CH:11]=[N:8][CH:7]=[CH:6][CH:5]=2)[C:26]=1[OH:29])([CH3:12])([CH3:13])[CH3:14] |f:2.3.4,^1:40,42,61,80|. Procedure: A mixture of 6,8-dibromo-3-(tert-butyl)-3,4-dihydro-2H-benzo[e][1,3]oxazine (Intermediate 6) (0.621 g, 1.79 mmol), pyridine-3-boronic acid [purchased from Boron Molecular Limited] (0.660 g, 5.37 mmol) and potassium carbonate (1.979 g, 14.3 mmol) in 2-propanol (30 mL) and water (6 mL) was purged with nitrogen for 20 minutes. Tetrakis(triphenylphosphine)Pd (0) (107 mg, 0.09 mmol) was added and the resulting mixture was heated at 72° C. for 30 minutes then the cooled reaction mixture concentrated u... The reactants are [Al+3], ClB(Cl)Cl, CSC#N, [Cl-], [Cl-], [Cl-], ClCCl, CC(Cl)Cl, [Na+], C1CCOC1, [OH-], Oc1cccc(-c2ccccc2)c1. Yields the product N#Cc1ccc(-c2ccccc2)cc1O. RXN SMILES: [Al+3:26].[B:14]([Cl:15])([Cl:16])[Cl:17].[CH3:21][S:22][C:23]#[N:24].[Cl-:25].[Cl-:27].[Cl-:28].[Cl:18][CH2:19][Cl:20].[Cl:36][CH:37]([Cl:38])[CH3:39].[Na+:30].[O:31]1[CH2:32][CH2:33][CH2:34][CH2:35]1.[OH-:29].[c:1]1(-[c:7]2[cH:8][c:9]([OH:13])[cH:10][cH:11][cH:12]2)[cH:2][cH:3][cH:4][cH:5][cH:6]1>>[c:1]1(-[c:7]2[cH:8][c:9]([OH:13])[c:10]([C:23]#[N:24])[cH:11][cH:12]2)[cH:2][cH:3][cH:4][cH:5][cH:6]1. The reactants are C(C)O (ethanol), CCN=C=NCCCN(C)C.Cl (WSCI hydrochloride), C=1C=CC2=C(C1)N=NN2O (HOBt), C(C)(C)(C)OC(=O)NCCC[C@@H](C(=O)O)NC(=O)OCC1C2=CC=CC=C2C=2C=CC=CC12 (5-t-butoxycarbonylamino-(2S)-(9H-fluoren-9-ylmethoxycarbonylamino)-pentanoic acid). Run in CN(C)C=O (DMF). Reaction conditions: time 1.5 hour. The product is C(C)OC([C@H](CCCNC(=O)OC(C)(C)C)NC(=O)OCC1C2=CC=CC=C2C=2C=CC=CC12)=O (5-t-butoxycarbonylamino-(2S)-(9H-fluoren-9-ylmethoxycarbonylamino)-pentanoic acid ethyl ester). Isolated yield 46.0%. RXN SMILES: [C:1]([O:5][C:6]([NH:8][CH2:9][CH2:10][CH2:11][C@H:12]([NH:16][C:17]([O:19][CH2:20][CH:21]1[C:33]2[CH:32]=[CH:31][CH:30]=[CH:29][C:28]=2[C:27]2[C:22]1=[CH:23][CH:24]=[CH:25][CH:26]=2)=[O:18])[C:13]([OH:15])=[O:14])=[O:7])([CH3:4])([CH3:3])[CH3:2].[CH3:34][CH2:35]N=C=NCCCN(C)C.Cl.C1C=CC2N(O)N=NC=2C=1.C(O)C>CN(C=O)C>[CH2:34]([O:14][C:13](=[O:15])[C@@H:12]([NH:16][C:17]([O:19][CH2:20][CH:21]1[C:33]2[CH:32]=[CH:31][CH:30]=[CH:29][C:28]=2[C:27]2[C:22]1=[CH:23][CH:24]=[CH:25][CH:26]=2)=[O:18])[CH2:11][CH2:10][CH2:9][NH:8][C:6]([O:5][C:1]([CH3:4])([CH3:2])[CH3:3])=[O:7])[CH3:35] |f:1.2|. Procedure details: In DMF (50.0 ml), 5-t-butoxycarbonylamino-(2S)-(9H-fluoren-9-ylmethoxycarbonylamino)-pentanoic acid (2.50 g) was dissolved. The solution was added with WSCI hydrochloride (1.21 g) and HOBt (0.84 g) and the whole was stirred at room temperature for 1.5 hours. The solution was added with ethanol (1.0 ml) and the whole was stirred at room temperature for additional 17 hours. After completion of the reaction, the solvent was distilled off. The residue was dissolved in chloroform and washed with a 1 ... Starting materials: BrC1=CC(=CC=2N=C(OC21)CCC#CC2=NC=CC=C2)F (7-bromo-5-fluoro-2-(4-(pyridin-2-yl)but-3-ynyl)benzo[d]oxazole), C(=O)(O)[O-].[Na+] (NaHCO3), C1(=CC=CC=C1)B(O)O (phenylboronic acid), CCOC(=O)C (AcOEt). The reagents and catalysts are C=1C=CC(=CC1)[P](C=2C=CC=CC2)(C=3C=CC=CC3)[Pd]([P](C=4C=CC=CC4)(C=5C=CC=CC5)C=6C=CC=CC6)([P](C=7C=CC=CC7)(C=8C=CC=CC8)C=9C=CC=CC9)[P](C=1C=CC=CC1)(C=1C=CC=CC1)C=1C=CC=CC1 (Pd(PPh3)4). Run in O1CCOCC1 (dioxane), [Cl-].[Na+].O (brine). Reaction conditions: temperature 60 celsius, time 7 hour. The product is FC=1C=C(C2=C(N=C(O2)CCC#CC2=NC=CC=C2)C1)C1=CC=CC=C1 (5-fluoro-7-phenyl-2-(4-(pyridin-2-yl)but-3-ynyl)benzo[d]oxazole). Isolated yield 86.2%. As a reaction SMILES: Br[C:2]1[C:10]2[O:9][C:8]([CH2:11][CH2:12][C:13]#[C:14][C:15]3[CH:20]=[CH:19][CH:18]=[CH:17][N:16]=3)=[N:7][C:6]=2[CH:5]=[C:4]([F:21])[CH:3]=1.C([O-])(O)=O.[Na+].[C:27]1(B(O)O)[CH:32]=[CH:31][CH:30]=[CH:29][CH:28]=1.CCOC(C)=O>O1CCOCC1.[Cl-].[Na+].O.C1C=CC([P]([Pd]([P](C2C=CC=CC=2)(C2C=CC=CC=2)C2C=CC=CC=2)([P](C2C=CC=CC=2)(C2C=CC=CC=2)C2C=CC=CC=2)[P](C2C=CC=CC=2)(C2C=CC=CC=2)C2C=CC=CC=2)(C2C=CC=CC=2)C2C=CC=CC=2)=CC=1>[F:21][C:4]1[CH:3]=[C:2]([C:27]2[CH:32]=[CH:31][CH:30]=[CH:29][CH:28]=2)[C:10]2[O:9][C:8]([CH2:11][CH2:12][C:13]#[C:14][C:15]3[CH:20]=[CH:19][CH:18]=[CH:17][N:16]=3)=[N:7][C:6]=2[CH:5]=1 |f:1.2,6.7.8,^1:54,56,75,94|. Procedure: To a solution of 7-bromo-5-fluoro-2-(4-(pyridin-2-yl)but-3-ynyl)benzo[d]oxazole (100 mg, 0.29 mmol, Example 82) in dioxane/aqueous saturated solution of NaHCO3 (1:1, 8 mL) were added Pd(PPh3)4 (33 mg, 29 μmol) and phenylboronic acid (53.0 mg, 0.43 mmol). The reaction mixture was stirred at 60° C. for 7 hours, then AcOEt and brine were added and the organic phase was discarded. The aqueous phase was extracted thrice with AcOEt. The combined organic phases were washed with brine, dried over MgSO4,...